Dataset: the Open Reaction Database (ORD), a public repository of structured organic reaction records. Task: describe an organic reaction: reactants, conditions, products, and yield The reactants are C(C)(C)(C)OC(=O)NCCN1N=NC(=C1)C[C@H]1N(C([C@H]1N(C(OCC1=CC=CC=C1)=O)CC1=CC=C(C=C1)OC)=O)CC1=C(C=C(C=C1)OC)OC (benzyl ((2R,3S)-2-((1-(2-((tert-butoxycarbonyl)amino)ethyl)-1H-1,2,3-triazol-4-yl)methyl)-1-(2,4-dimethoxybenzyl)-4-oxoazetidin-3-yl)(4-methoxybenzyl)carbamate), P(=O)([O-])([O-])[O-].[K+].[K+].[K+] (potassium phosphate), CC#N (CH3CN), S(=O)(=O)([O-])OOS(=O)(=O)[O-].[K+].[K+] (potassium peroxydisulfate). Run in O (water). The product is C(C)(C)(C)OC(=O)NCCN1N=NC(=C1)C[C@H]1NC([C@H]1N(C(OCC1=CC=CC=C1)=O)CC1=CC=C(C=C1)OC)=O (Benzyl ((2R,3S)-2-((1-(2-((tert-butoxycarbonyl)amino)ethyl)-1H-1,2,3-triazol-4-yl)methyl)-4-oxoazetidin-3-yl)(4-methoxybenzyl)carbamate). RXN SMILES: [C:1]([O:5][C:6]([NH:8][CH2:9][CH2:10][N:11]1[CH:15]=[C:14]([CH2:16][C@@H:17]2[C@H:20]([N:21]([CH2:32][C:33]3[CH:38]=[CH:37][C:36]([O:39][CH3:40])=[CH:35][CH:34]=3)[C:22](=[O:31])[O:23][CH2:24][C:25]3[CH:30]=[CH:29][CH:28]=[CH:27][CH:26]=3)[C:19](=[O:41])[N:18]2CC2C=CC(OC)=CC=2OC)[N:13]=[N:12]1)=[O:7])([CH3:4])([CH3:3])[CH3:2].CC#N.S(OOS([O-])(=O)=O)([O-])(=O)=O.[K+].[K+].P([O-])([O-])([O-])=O.[K+].[K+].[K+]>O>[C:1]([O:5][C:6]([NH:8][CH2:9][CH2:10][N:11]1[CH:15]=[C:14]([CH2:16][C@@H:17]2[C@H:20]([N:21]([CH2:32][C:33]3[CH:34]=[CH:35][C:36]([O:39][CH3:40])=[CH:37][CH:38]=3)[C:22](=[O:31])[O:23][CH2:24][C:25]3[CH:26]=[CH:27][CH:28]=[CH:29][CH:30]=3)[C:19](=[O:41])[NH:18]2)[N:13]=[N:12]1)=[O:7])([CH3:3])([CH3:4])[CH3:2] |f:2.3.4,5.6.7.8|. Reported procedure: Prepared in analogous manner to example 82 step 5, using benzyl ((2R,3S)-2-((1-(2-((tert-butoxycarbonyl)amino)ethyl)-1H-1,2,3-triazol-4-yl)methyl)-1-(2,4-dimethoxybenzyl)-4-oxoazetidin-3-yl)(4-methoxybenzyl)carbamate (57.2 mg, 0.080 mmol), CH3CN (762 μl), water (381 μl), potassium peroxydisulfate (31 mg, 0.12 mmol), and potassium phosphate, dibasic (19 mg, 0.109 mmol). 20.2 mg. LCMS: Rt=0.89 min, m/z=565.3 (M+1). Method 2m_acidic.